This data is from the Open Reaction Database (ORD), a public repository of structured organic reaction records. The task is: describe an organic reaction: reactants, conditions, products, and yield Reactants: ClC1=CC=C(OCC2=NC3=C(N2CCCC2CN(CCC2)C(=O)OC(C)(C)C)C=CC=C3OCCCCCC3CCN(CC3)C(=O)OC(C)(C)C)C=C1 ((RS) 2-(4-chlorophenoxymethyl)-4-[5-[1-(t-butoxycarbonyl)piperidin-4-yl]pentoxy]-1-[3-[1-(t-butoxycarbonyl)piperidin-3-yl]propyl]benzimidazole), FC(C(=O)O)(F)F (trifluoroacetic acid). Product: ClC1=CC=C(OCC2=NC3=C(N2CCCC2CNCCC2)C=CC=C3OCCCCCC3CCNCC3)C=C1 ((RS) 2-(4-chlorophenoxymethyl)-4-[5-(piperidin-4-yl)pentoxy]-1-[3-(piperidin-3-yl)propyl]-benzimidazole). As a reaction SMILES: [Cl:1][C:2]1[CH:53]=[CH:52][C:5]([O:6][CH2:7][C:8]2[N:12]([CH2:13][CH2:14][CH2:15][CH:16]3[CH2:21][CH2:20][CH2:19][N:18](C(OC(C)(C)C)=O)[CH2:17]3)[C:11]3[CH:29]=[CH:30][CH:31]=[C:32]([O:33][CH2:34][CH2:35][CH2:36][CH2:37][CH2:38][CH:39]4[CH2:44][CH2:43][N:42](C(OC(C)(C)C)=O)[CH2:41][CH2:40]4)[C:10]=3[N:9]=2)=[CH:4][CH:3]=1.FC(F)(F)C(O)=O>>[Cl:1][C:2]1[CH:3]=[CH:4][C:5]([O:6][CH2:7][C:8]2[N:12]([CH2:13][CH2:14][CH2:15][CH:16]3[CH2:21][CH2:20][CH2:19][NH:18][CH2:17]3)[C:11]3[CH:29]=[CH:30][CH:31]=[C:32]([O:33][CH2:34][CH2:35][CH2:36][CH2:37][CH2:38][CH:39]4[CH2:44][CH2:43][NH:42][CH2:41][CH2:40]4)[C:10]=3[N:9]=2)=[CH:52][CH:53]=1. Procedure: The title product is prepared from (RS) 2-(4-chlorophenoxymethyl)-4-[5-[1-(t-butoxycarbonyl)piperidin-4-yl]pentoxy]-1-[3-[1-(t-butoxycarbonyl)piperidin-3-yl]propyl]benzimidazole using a standard trifluoroacetic acid deprotection protocol. The reactants are C(C)N(C(CCl)=O)CC (N,N-diethylchloroacetamide), O (water), C(CCCCC)OP(OCCCCCC)[O-] (dihexylphosphite), C(CCCCC)OP(OCCCCCC)[O-] (Dihexylphosphite). The reagents and catalysts are CCCCCCCC[N+](C)(CCCCCCCC)CCCCCCCC.[Cl-] (Adogen 464). The solvent is C(Cl)Cl (CH2Cl2), [OH-].[Na+] (sodium hydroxide), C(Cl)Cl (CH2Cl2). Reaction conditions: time 1 hour. Yields the product C(C)N(C(=O)CP(OCCCCCC)(OCCCCCC)=O)CC (Dihexyl N,N-diethylcarbamoylmethylphosphonate). The yield is 93.0%. As a reaction SMILES: [CH2:1]([N:3]([CH2:8][CH3:9])[C:4](=[O:7])[CH2:5]Cl)[CH3:2].[CH2:10]([O:16][P:17]([O-:25])[O:18][CH2:19][CH2:20][CH2:21][CH2:22][CH2:23][CH3:24])[CH2:11][CH2:12][CH2:13][CH2:14][CH3:15].O>CCCCCCCC[N+](CCCCCCCC)(CCCCCCCC)C.[Cl-].C(Cl)Cl.[OH-].[Na+]>[CH2:1]([N:3]([CH2:8][CH3:9])[C:4]([CH2:5][P:17](=[O:25])([O:18][CH2:19][CH2:20][CH2:21][CH2:22][CH2:23][CH3:24])[O:16][CH2:10][CH2:11][CH2:12][CH2:13][CH2:14][CH3:15])=[O:7])[CH3:2] |f:3.4,6.7|. Procedure details: Into a 2-liter, 3-necked, round bottom flask equipped with a mechanical stirrer, thermometer, 250 ml pressure-equalizing dropping funnel, and inert gas fittings was placed a solution of 149.5 g (1.OM) N,N-diethylchloroacetamide and 1.5 g "Adogen 464" in 400 ml CH2Cl2 and 200 ml 50% aqueous sodium hydroxide. The solution was stirred at 200 rpm and cooled to 5°-1020 C. in an ice bath. Dihexylphosphite 250 g (1.09M) diluted with 100 ml CH2Cl2 was added dropwise from the dropping funnel. This additi... Starting materials: CO, CN(C1c2ccccc2CC1N=[N+]=[N-])S(C)(=O)=O. The product is CN(C1c2ccccc2CC1N)S(C)(=O)=O. Reaction SMILES: [CH3:19][OH:20].[N:1](=[N+:2]=[N-:3])[CH:4]1[CH:5]([N:13]([S:14](=[O:15])(=[O:16])[CH3:17])[CH3:18])[c:6]2[cH:7][cH:8][cH:9][cH:10][c:11]2[CH2:12]1>>[NH2:1][CH:4]1[CH:5]([N:13]([S:14](=[O:15])(=[O:16])[CH3:17])[CH3:18])[c:6]2[cH:7][cH:8][cH:9][cH:10][c:11]2[CH2:12]1.